This data is from the Open Reaction Database (ORD), a public repository of structured organic reaction records. The task is: describe an organic reaction: reactants, conditions, products, and yield Starting materials: BrC=1C=CC=C2N=CC(=NC12)Cl (8-bromo-2-chloroquinoxaline), C(=O)([O-])[O-].[Na+].[Na+] (Na2CO3), CC1=C(C(=CC=C1)C)B(O)O (2,6-dimethylbenzeneboronic acid). Reagents/catalysts: C=1C=CC(=CC1)[P](C=2C=CC=CC2)(C=3C=CC=CC3)[Pd]([P](C=4C=CC=CC4)(C=5C=CC=CC5)C=6C=CC=CC6)([P](C=7C=CC=CC7)(C=8C=CC=CC8)C=9C=CC=CC9)[P](C=1C=CC=CC1)(C=1C=CC=CC1)C=1C=CC=CC1 (Pd(PPh3)4). Run in C(C)#N (ACN), O (water). Reaction conditions: temperature 80 celsius. Yields the product BrC=1C=CC=C2N=CC(=NC12)C1=C(C=CC=C1C)C (8-bromo-2-(2,6-dimethylphenyl)quinoxaline). Yield: 12.2%. Reaction SMILES: [Br:1][C:2]1[CH:3]=[CH:4][CH:5]=[C:6]2[C:11]=1[N:10]=[C:9](Cl)[CH:8]=[N:7]2.C([O-])([O-])=O.[Na+].[Na+].[CH3:19][C:20]1[CH:25]=[CH:24][CH:23]=[C:22]([CH3:26])[C:21]=1B(O)O>C(#N)C.O.C1C=CC([P]([Pd]([P](C2C=CC=CC=2)(C2C=CC=CC=2)C2C=CC=CC=2)([P](C2C=CC=CC=2)(C2C=CC=CC=2)C2C=CC=CC=2)[P](C2C=CC=CC=2)(C2C=CC=CC=2)C2C=CC=CC=2)(C2C=CC=CC=2)C2C=CC=CC=2)=CC=1>[Br:1][C:2]1[CH:3]=[CH:4][CH:5]=[C:6]2[C:11]=1[N:10]=[C:9]([C:21]1[C:22]([CH3:26])=[CH:23][CH:24]=[CH:25][C:20]=1[CH3:19])[CH:8]=[N:7]2 |f:1.2.3,^1:37,39,58,77|. Procedure: Argon was bubbled into a mixture of 8-bromo-2-chloroquinoxaline (210e; 0.50 g, 2.05 mmol), Na2CO3 (1.09 g, 10.27 mmol), Pd(PPh3)4 (Strem; 0.119 g, 0.103 mmol), 2,6-dimethylbenzeneboronic acid (Aldrich; 0.31 g, 2.05 mmol) in 9 mL ACN and 3 mL water for 1 min. The reaction was sealed and heated to 80° C. overnight. The temperature was increased to 100° C. and the reaction was heated 8 h. The reaction was partitioned between water and DCM. The aqueous layer was extracted with DCM 3 times, and the c... Reactants: ClC1=NC(=C2N=CN(C2=N1)[C@H]1[C@@H]([C@@H]([C@H](C1)NC(CC)=O)O)O)NCC(C1=CC=CC=C1)C1=CC=CC=C1 (N-{(1S,2R,3S,4R)-4-[2-chloro-6-(2,2-diphenyl-ethylamino)-purin-9-yl]-2,3-dihydroxy-cyclopentyl}-propionamide), ClC1=NC(=C2N=CN(C2=N1)[C@H]1C=C[C@H](C1)O)Cl ((1S,4R)-4-(2,6-Dichloro-purin-9-yl)-cyclopent-2-enol), C(C)(C)N1C=NC(=C1)CCN (2-(1-isopropyl-1H-imidazol-4-yl)-ethylamine), desired salt. The product is C1(=CC=CC=C1)C(CNC1=C2N=CN(C2=NC(=N1)NCCC=1N=CN(C1)C(C)C)[C@H]1[C@@H]([C@@H]([C@H](C1)NC(CC)=O)O)O)C1=CC=CC=C1 (N-((1S,2R,3S,4R)-4-{6-(2,2-Diphenyl-ethylamino)-2-[2-(1-isopropyl-1H-imidazol-4-yl)-ethylamino]-purin-9-yl}-2,3-dihydroxy-cyclopentyl)-propionamide). As a reaction SMILES: Cl[C:2]1[N:10]=[C:9]2[C:5]([N:6]=[CH:7][N:8]2[C@@H:11]2[CH2:15][C@H:14]([NH:16][C:17](=[O:20])[CH2:18][CH3:19])[C@@H:13]([OH:21])[C@H:12]2[OH:22])=[C:4]([NH:23][CH2:24][CH:25]([C:32]2[CH:37]=[CH:36][CH:35]=[CH:34][CH:33]=2)[C:26]2[CH:31]=[CH:30][CH:29]=[CH:28][CH:27]=2)[N:3]=1.ClC1N=C2C(N=CN2[C@@H]2C[C@H](O)C=C2)=C(Cl)N=1.[CH:55]([N:58]1[CH:62]=[C:61]([CH2:63][CH2:64][NH2:65])[N:60]=[CH:59]1)([CH3:57])[CH3:56]>>[C:26]1([CH:25]([C:32]2[CH:37]=[CH:36][CH:35]=[CH:34][CH:33]=2)[CH2:24][NH:23][C:4]2[N:3]=[C:2]([NH:65][CH2:64][CH2:63][C:61]3[N:60]=[CH:59][N:58]([CH:55]([CH3:57])[CH3:56])[CH:62]=3)[N:10]=[C:9]3[C:5]=2[N:6]=[CH:7][N:8]3[C@@H:11]2[CH2:15][C@H:14]([NH:16][C:17](=[O:20])[CH2:18][CH3:19])[C@@H:13]([OH:21])[C@H:12]2[OH:22])[CH:31]=[CH:30][CH:29]=[CH:28][CH:27]=1. Procedure: This compound is prepared from N-{(1S,2R,3S,4R)-4-[2-chloro-6-(2,2-diphenyl-ethylamino)-purin-9-yl]-2,3-dihydroxy-cyclopentyl}-propionamide (compound of Example 4) and 2-(1-isopropyl-1H-imidazol-4-yl)-ethylamine using a procedure analogous to that of Example 9 for the desired salt. MS (ES+) m/e 638 (MH+). Reactants: CCN(C(C)C)C(C)C, O=C(O)c1ccc2nc(Cl)nc(N3CCOCC3)c2n1, CC(C)(O)C1CCNCC1, CN(C)C=O. The product is CC(C)(O)C1CCN(C(=O)c2ccc3nc(Cl)nc(N4CCOCC4)c3n2)CC1. RXN SMILES: [CH:31]([N:32]([CH2:33][CH3:34])[CH:35]([CH3:36])[CH3:37])([CH3:38])[CH3:39].[Cl:1][c:2]1[n:3][c:4]([N:15]2[CH2:16][CH2:17][O:18][CH2:19][CH2:20]2)[c:5]2[c:6]([n:7]1)[cH:8][cH:9][c:10]([C:12](=[O:13])[OH:14])[n:11]2.[NH:21]1[CH2:22][CH2:23][CH:24]([C:27]([CH3:28])([CH3:29])[OH:30])[CH2:25][CH2:26]1.[O:40]=[CH:41][N:42]([CH3:43])[CH3:44]>>[Cl:1][c:2]1[n:3][c:4]([N:15]2[CH2:16][CH2:17][O:18][CH2:19][CH2:20]2)[c:5]2[c:6]([n:7]1)[cH:8][cH:9][c:10]([C:12](=[O:14])[N:21]1[CH2:22][CH2:23][CH:24]([C:27]([CH3:28])([CH3:29])[OH:30])[CH2:25][CH2:26]1)[n:11]2. The reactants are CCC(=C(CC)c1ccc(O)cc1)c1ccc(O)cc1, CC(=O)O, O=[N+]([O-])O. The product is CCC(=C(CC)c1ccc(O)c([N+](=O)[O-])c1)c1ccc(O)cc1. RXN SMILES: [CH3:1][CH2:2][C:3]([c:4]1[cH:5][cH:6][c:7]([OH:8])[cH:9][cH:10]1)=[C:11]([CH2:12][CH3:13])[c:14]1[cH:15][cH:16][c:17]([OH:18])[cH:19][cH:20]1.[CH3:25][C:26](=[O:27])[OH:28].[OH:21][N+:22]([O-:23])=[O:24]>>[CH3:1][CH2:2][C:3]([c:4]1[cH:5][cH:6][c:7]([OH:8])[cH:9][cH:10]1)=[C:11]([CH2:12][CH3:13])[c:14]1[cH:15][c:16]([N+:22](=[O:21])[O-:23])[c:17]([OH:18])[cH:19][cH:20]1.